Dataset: the Open Reaction Database (ORD), a public repository of structured organic reaction records. Task: describe an organic reaction: reactants, conditions, products, and yield Starting materials: C1(=CC=CC=C1)/C(=C(\CC)/C1=CC=CC=C1)/C1=CC=C(C=C1)C=CC(=O)O (3-[4-(Z)-(1,2-diphenylbut-1-enyl)phenyl]-acrylic acid), ClC=1C=C(C=CC1)S(=O)(=O)N (3-chlorobenzenesulfonamide). Product: ClC=1C=C(C=CC1)S(=O)(=O)NC(C=CC1=CC=C(C=C1)C(=C(CC)C1=CC=CC=C1)C1=CC=CC=C1)=O (3-chloro-N-{3-[4-(1,2-diphenyl-but-1-enyl)-phenyl]-acryloyl}-benzenesulfonamide). RXN SMILES: [C:1]1(/[C:7](/[C:17]2[CH:22]=[CH:21][C:20]([CH:23]=[CH:24][C:25](O)=[O:26])=[CH:19][CH:18]=2)=[C:8](/[C:11]2[CH:16]=[CH:15][CH:14]=[CH:13][CH:12]=2)\[CH2:9][CH3:10])[CH:6]=[CH:5][CH:4]=[CH:3][CH:2]=1.[Cl:28][C:29]1[CH:30]=[C:31]([S:35]([NH2:38])(=[O:37])=[O:36])[CH:32]=[CH:33][CH:34]=1>>[Cl:28][C:29]1[CH:30]=[C:31]([S:35]([NH:38][C:25](=[O:26])[CH:24]=[CH:23][C:20]2[CH:21]=[CH:22][C:17]([C:7]([C:1]3[CH:6]=[CH:5][CH:4]=[CH:3][CH:2]=3)=[C:8]([C:11]3[CH:12]=[CH:13][CH:14]=[CH:15][CH:16]=3)[CH2:9][CH3:10])=[CH:18][CH:19]=2)(=[O:36])=[O:37])[CH:32]=[CH:33][CH:34]=1. Reported procedure: Prepared by coupling 1a and 3-chlorobenzenesulfonamide in accordance with Procedure 1, Method B described hereinabove. Yield (25%); 1H NMR (d6-DMSO) δ 12.36 (s, 1H), 7.88–7.76 (m, 3H), 7.63 (t, J=8.1 Hz, 1H), 7.42–7.07 (m, 13H), 6.84 (d, J=8.0 Hz, 2H), 6.40 (d, J=15.7 Hz, 1H), 2.36 (q, J=7.3 Hz, 2H), 0.82 (t, J=7.3 Hz, 3H); APcI m/z: 527 (M−H−).